From a dataset of the Open Reaction Database (ORD), a public repository of structured organic reaction records. describe an organic reaction: reactants, conditions, products, and yield The reactants are C(C)(=O)O[C@H]1C[C@@H]2CC[C@H]3[C@@H]4C[C@@H]([C@@H]([C@@]4(C)CC[C@@H]3[C@]2(C[C@@H]1N1CCOCC1)C)OC(C)=O)N1CCCC1 ((2β,3α,5α,16β,17β)-2-(4-morpholinyl)-16-(1pyrrolidinyl)-androstane-3,17-diol diacetate). Reported procedure: A solution of (2β,3α,5α,16β,17β)-2-(4-morpholinyl)-16-(1pyrrolidinyl)-androstane-3,17-diol diacetate (6.0 g) in methanol (70 ml) was set aside at room temperature for 20 h., during which time the product partially crystallised. Water (150 ml) was added to precipitate the product as a yellow solid, which was filtered off and dried. The crude solid was recrystallised from ethanol (110 ml) to give (2β,3α,5α,16β,17β)-2-(4-morpholinyl)-16-(1pyrrolidinyl)-androstane-3,17-diol 3-acetate (4.70 g), m.p. ... Yield: 85.1%. Yields the product C(C)(=O)O[C@H]1C[C@@H]2CC[C@H]3[C@@H]4C[C@@H]([C@@H]([C@@]4(C)CC[C@@H]3[C@]2(C[C@@H]1N1CCOCC1)C)O)N1CCCC1 ((2β,3α,5α,16β,17β)-2-(4-morpholinyl)-16-(1pyrrolidinyl)-androstane-3,17-diol 3-acetate). Reaction SMILES: [C:1]([O:4][C@@H:5]1[C@@H:22]([N:23]2[CH2:28][CH2:27][O:26][CH2:25][CH2:24]2)[CH2:21][C@@:20]2([CH3:29])[C@@H:7]([CH2:8][CH2:9][C@@H:10]3[C@@H:19]2[CH2:18][CH2:17][C@@:15]2([CH3:16])[C@H:11]3[CH2:12][C@H:13]([N:34]3[CH2:38][CH2:37][CH2:36][CH2:35]3)[C@@H:14]2[O:30]C(=O)C)[CH2:6]1)(=[O:3])[CH3:2]>CO>[C:1]([O:4][C@@H:5]1[C@@H:22]([N:23]2[CH2:24][CH2:25][O:26][CH2:27][CH2:28]2)[CH2:21][C@@:20]2([CH3:29])[C@@H:7]([CH2:8][CH2:9][C@@H:10]3[C@@H:19]2[CH2:18][CH2:17][C@@:15]2([CH3:16])[C@H:11]3[CH2:12][C@H:13]([N:34]3[CH2:35][CH2:36][CH2:37][CH2:38]3)[C@@H:14]2[OH:30])[CH2:6]1)(=[O:3])[CH3:2]. Run in CO (methanol). The reactants are C1CCOC1, CCOC(=O)C1=Nc2sc(Br)nc2C1, [K+], [OH-], O. Yields the product O=C(O)C1=Nc2sc(Br)nc2C1. As a reaction SMILES: [CH2:17]1[O:18][CH2:19][CH2:20][CH2:21]1.[CH2:3]([CH3:4])[O:5][C:6](=[O:7])[C:8]1=[N:15][c:14]2[c:10]([n:11][c:12]([Br:16])[s:13]2)[CH2:9]1.[K+:2].[OH-:1].[OH2:22]>>[O:5]=[C:6]([OH:7])[C:8]1=[N:15][c:14]2[c:10]([n:11][c:12]([Br:16])[s:13]2)[CH2:9]1. The reactants are C(C)OC(CC(CCl)=O)=O (4-Chloro-3-oxo-butyric acid ethyl ester), FC(C1=CC=C(C=C1)NC(=S)N)(F)F ((4-trifluoromethyl-phenyl)-thiourea). Run in C(C)O (ethanol). Yields the product C(C)OC(CC=1N=C(SC1)NC1=CC=C(C=C1)C(F)(F)F)=O ([2-(4-Trifluoromethyl-phenylamino)-thiazol-4-yl]-acetic acid ethyl ester). As a reaction SMILES: [CH2:1]([O:3][C:4](=[O:10])[CH2:5][C:6](=O)[CH2:7]Cl)[CH3:2].[F:11][C:12]([F:24])([F:23])[C:13]1[CH:18]=[CH:17][C:16]([NH:19][C:20]([NH2:22])=[S:21])=[CH:15][CH:14]=1>C(O)C>[CH2:1]([O:3][C:4](=[O:10])[CH2:5][C:6]1[N:22]=[C:20]([NH:19][C:16]2[CH:15]=[CH:14][C:13]([C:12]([F:23])([F:11])[F:24])=[CH:18][CH:17]=2)[S:21][CH:7]=1)[CH3:2]. Reported procedure: 4-Chloro-3-oxo-butyric acid ethyl ester was added to a suspension of (4-trifluoromethyl-phenyl)-thiourea (3 grams), obtained in step (ii), in ethanol (20 mL) and refluxed for about 12 hrs. The reaction mixture was cooled and the solid obtained was filtered and dried to give the pure product (4.1 grams).